Dataset: the Open Reaction Database (ORD), a public repository of structured organic reaction records. Task: describe an organic reaction: reactants, conditions, products, and yield Run in O (water). Reported procedure: Iron powder, 55 g, was added in portions to a stirred mixture of 94.6 g of 2-(4-nitrophenyl)-3-methylbutanoic acid, benzyl ester, 400 ml of acetic acid, and 100 ml of water, while the temperature was kept at 90°-95° by occasional application of an ice bath. After an additional 20 minutes at 90°-95°, the hot mixture was filtered, and the filtrate was diluted with water, precipitating an oil. The oil was extracted into butyl chloride, and the butyl chloride solution washed with water (3 times) and... Starting materials: [N+](=O)([O-])C1=CC=C(C=C1)C(C(=O)OCC1=CC=CC=C1)C(C)C (2-(4-nitrophenyl)-3-methylbutanoic acid, benzyl ester), C(C)(=O)O (acetic acid). The reagents and catalysts are [Fe] (Iron). Conditions: time 20 minute. The product is NC1=CC=C(C=C1)C(C(=O)OCC1=CC=CC=C1)C(C)C (2-(4-Aminophenyl)-3-methylbutanoic acid, benzyl ester). RXN SMILES: [N+:1]([C:4]1[CH:9]=[CH:8][C:7]([CH:10]([CH:21]([CH3:23])[CH3:22])[C:11]([O:13][CH2:14][C:15]2[CH:20]=[CH:19][CH:18]=[CH:17][CH:16]=2)=[O:12])=[CH:6][CH:5]=1)([O-])=O.C(O)(=O)C>[Fe].O>[NH2:1][C:4]1[CH:5]=[CH:6][C:7]([CH:10]([CH:21]([CH3:23])[CH3:22])[C:11]([O:13][CH2:14][C:15]2[CH:16]=[CH:17][CH:18]=[CH:19][CH:20]=2)=[O:12])=[CH:8][CH:9]=1. RXN SMILES: [C:31](=[O:32])([O-:33])[O-:34].[CH3:37][N:38]([C:39]([CH2:40][Cl:41])=[O:42])[CH3:43].[ClH:1].[K+:35].[K+:36].[O:44]=[CH:45][N:46]([CH3:47])[CH3:48].[OH:2][CH2:3][CH2:4][N:5]([C:6](=[O:7])[c:8]1[cH:9][n:10]2[c:16]([n:17]1)-[c:15]1[c:14]([cH:21][c:20]([CH:22]3[CH2:23][CH2:24][NH:25][CH2:26][CH2:27]3)[cH:19][cH:18]1)[O:13][CH2:12][CH2:11]2)[CH:28]([CH3:29])[CH3:30]>>[OH:2][CH2:3][CH2:4][N:5]([C:6](=[O:7])[c:8]1[cH:9][n:10]2[c:16]([n:17]1)-[c:15]1[c:14]([cH:21][c:20]([CH:22]3[CH2:23][CH2:24][N:25]([CH2:40][C:39]([N:38]([CH3:37])[CH3:43])=[O:42])[CH2:26][CH2:27]3)[cH:19][cH:18]1)[O:13][CH2:12][CH2:11]2)[CH:28]([CH3:29])[CH3:30]. Starting materials: O=C([O-])[O-], CN(C)C(=O)CCl, Cl, [K+], [K+], CN(C)C=O, CC(C)N(CCO)C(=O)c1cn2c(n1)-c1ccc(C3CCNCC3)cc1OCC2. The product is CC(C)N(CCO)C(=O)c1cn2c(n1)-c1ccc(C3CCN(CC(=O)N(C)C)CC3)cc1OCC2. Reactants: CCOC(=O)C=Cc1ccc(C#Cc2cccc(C(C)(C)C)c2)cc1, CCO, Cl, [Li+], C1CCOC1, [OH-]. The product is CC(C)(C)c1cccc(C#Cc2ccc(C=CC(=O)O)cc2)c1. As a reaction SMILES: [CH2:1]([CH3:2])[O:3][C:4]([CH:5]=[CH:6][c:7]1[cH:8][cH:9][c:10]([C:13]#[C:14][c:15]2[cH:16][c:17]([C:21]([CH3:22])([CH3:23])[CH3:24])[cH:18][cH:19][cH:20]2)[cH:11][cH:12]1)=[O:25].[CH3:29][CH2:30][OH:31].[ClH:28].[Li+:26].[O:32]1[CH2:33][CH2:34][CH2:35][CH2:36]1.[OH-:27]>>[O:3]=[C:4]([CH:5]=[CH:6][c:7]1[cH:8][cH:9][c:10]([C:13]#[C:14][c:15]2[cH:16][c:17]([C:21]([CH3:22])([CH3:23])[CH3:24])[cH:18][cH:19][cH:20]2)[cH:11][cH:12]1)[OH:25]. The reactants are C1CCOC1, COC(CCn1cc2ccc(N)cc2n1)OC, O=C=Nc1ccc(Oc2ccccc2)cc1. The product is COC(CCn1cc2ccc(NC(=O)Nc3ccc(Oc4ccccc4)cc3)cc2n1)OC. As a reaction SMILES: [CH2:34]1[O:35][CH2:36][CH2:37][CH2:38]1.[CH3:1][O:2][CH:3]([CH2:4][CH2:5][n:6]1[n:7][c:8]2[cH:9][c:10]([NH2:15])[cH:11][cH:12][c:13]2[cH:14]1)[O:16][CH3:17].[O:18]([c:19]1[cH:20][cH:21][cH:22][cH:23][cH:24]1)[c:25]1[cH:26][cH:27][c:28]([N:31]=[C:32]=[O:33])[cH:29][cH:30]1>>[CH3:1][O:2][CH:3]([CH2:4][CH2:5][n:6]1[n:7][c:8]2[cH:9][c:10]([NH:15][C:32]([NH:31][c:28]3[cH:27][cH:26][c:25]([O:18][c:19]4[cH:20][cH:21][cH:22][cH:23][cH:24]4)[cH:30][cH:29]3)=[O:33])[cH:11][cH:12][c:13]2[cH:14]1)[O:16][CH3:17].